Dataset: the Open Reaction Database (ORD), a public repository of structured organic reaction records. Task: describe an organic reaction: reactants, conditions, products, and yield Product: FC=1C=C(C=CC1)N1C=NC2=C(C1=O)SC=C2C2=CC=CC=C2 (3-(3-Fluorophenyl)-7-phenylthieno[3,2-d]pyrimidin-4(3H)-one). Procedure details: In the same manner as the synthesis of Compound 1, methyl 3-amino-4-phenylthiophene-2-carboxylate (50 mg, 0.21 mmol), triethyl orthoformate (0.47 ml), 3-fluoroaniline (44.3 mg, 0.4 mmol), and acetic acid (0.06 ml) were used to give 8.1 mg (0.025 mmol, 12% yield) of the title compound. Reactants: C1(=CC=CC=C1)N1C=NC2=C(C1=O)SC=C2C2=CC=CC=C2 (3,7-Diphenylthieno[3,2-d]pyrimidin-4(3H)-one), NC1=C(SC=C1C1=CC=CC=C1)C(=O)OC (methyl 3-amino-4-phenylthiophene-2-carboxylate), C(OCC)(OCC)OCC (triethyl orthoformate), FC=1C=C(N)C=CC1 (3-fluoroaniline). Reaction SMILES: [C:1]1([N:7]2[C:12](=[O:13])[C:11]3[S:14][CH:15]=[C:16]([C:17]4[CH:22]=[CH:21][CH:20]=[CH:19][CH:18]=4)[C:10]=3[N:9]=[CH:8]2)[CH:6]=[CH:5][CH:4]=[CH:3][CH:2]=1.NC1C(C2C=CC=CC=2)=CSC=1C(OC)=O.C(OCC)(OCC)OCC.[F:49]C1C=C(C=CC=1)N>C(O)(=O)C>[F:49][C:3]1[CH:2]=[C:1]([N:7]2[C:12](=[O:13])[C:11]3[S:14][CH:15]=[C:16]([C:17]4[CH:18]=[CH:19][CH:20]=[CH:21][CH:22]=4)[C:10]=3[N:9]=[CH:8]2)[CH:6]=[CH:5][CH:4]=1. Solvent: C(C)(=O)O (acetic acid). The yield is 12.0%. Reactants: C1CCOC1, F, CC(C)(C)[Si](C)(C)OCCCc1ccc(-c2cnc(N)c(C(=O)Nc3cccnc3)n2)cc1, O. Yields the product Nc1ncc(-c2ccc(CCCO)cc2)nc1C(=O)Nc1cccnc1. Reaction SMILES: [CH2:34]1[O:35][CH2:36][CH2:37][CH2:38]1.[FH:39].[NH2:1][c:2]1[c:3]([C:25](=[O:26])[NH:27][c:28]2[cH:29][n:30][cH:31][cH:32][cH:33]2)[n:4][c:5](-[c:8]2[cH:9][cH:10][c:11]([CH2:14][CH2:15][CH2:16][O:17][Si:18]([C:19]([CH3:20])([CH3:21])[CH3:22])([CH3:23])[CH3:24])[cH:12][cH:13]2)[cH:6][n:7]1.[OH2:40]>>[NH2:1][c:2]1[c:3]([C:25](=[O:26])[NH:27][c:28]2[cH:29][n:30][cH:31][cH:32][cH:33]2)[n:4][c:5](-[c:8]2[cH:9][cH:10][c:11]([CH2:14][CH2:15][CH2:16][OH:17])[cH:12][cH:13]2)[cH:6][n:7]1. The reactants are FC=1C=C(COC2=CC=C(C=C2)N2C[C@@H](CC2=O)C(=N)NO)C=CC1 ((R)-1-[4-(3-Fluoro-benzyloxy)-phenyl]-N-hydroxy-5-oxo-pyrrolidine-3-carboxamidine), C(C)(=O)Cl (acetyl chloride), O (water). The solvent is N1=CC=CC=C1 (pyridine). Reaction conditions: temperature 70 celsius, time 8 hour. Yields the product FC=1C=C(COC2=CC=C(C=C2)N2C(C[C@H](C2)C2=NOC(=N2)C)=O)C=CC1 ((R)-1-[4-(3-Fluoro-benzyloxy)-phenyl]-4-(5-methyl-[1,2,4]oxadiazol-3-yl)-pyrrolidin-2-one). Isolated yield 46.2%. As a reaction SMILES: [F:1][C:2]1[CH:3]=[C:4]([CH:23]=[CH:24][CH:25]=1)[CH2:5][O:6][C:7]1[CH:12]=[CH:11][C:10]([N:13]2[C:17](=[O:18])[CH2:16][C@@H:15]([C:19]([NH:21][OH:22])=[NH:20])[CH2:14]2)=[CH:9][CH:8]=1.[C:26](Cl)(=O)[CH3:27].O>N1C=CC=CC=1>[F:1][C:2]1[CH:3]=[C:4]([CH:23]=[CH:24][CH:25]=1)[CH2:5][O:6][C:7]1[CH:8]=[CH:9][C:10]([N:13]2[CH2:14][C@H:15]([C:19]3[N:20]=[C:26]([CH3:27])[O:22][N:21]=3)[CH2:16][C:17]2=[O:18])=[CH:11][CH:12]=1. Procedure details: (R)-1-[4-(3-Fluoro-benzyloxy)-phenyl]-N-hydroxy-5-oxo-pyrrolidine-3-carboxamidine (0.020 g, 0.58 mmol) was dissolved in a mixture of 0.4 ml pyridine and acetyl chloride (0.01 ml, 0.116 mmol) was slowly added at 0° C. The mixture was then stirred at 70° C. overnight. Iced water was added and the mixture was stirred for one hour. Extraction with a saturated solution of ammonium chloride and dichloromethane gave the crude product that was purified by column cromatography on silica gel using a 19:1-... Reactants: CC(C)(C)[O-], CI, CN(C(=O)N(C)C1CN(C(=O)C2CCC(NS(C)(=O)=O)CC2)CC1c1ccc(F)cc1)c1cc(C(F)(F)F)cc(C(F)(F)F)c1, [K+], CN(C)C=O, O. Yields the product CN(C(=O)N(C)C1CN(C(=O)C2CCC(N(C)S(C)(=O)=O)CC2)CC1c1ccc(F)cc1)c1cc(C(F)(F)F)cc(C(F)(F)F)c1. Reaction SMILES: [CH3:46][C:47]([CH3:48])([O-:49])[CH3:50].[CH3:52][I:53].[F:1][C:2]([c:3]1[cH:4][c:5]([N:13]([C:14](=[O:15])[N:16]([CH:17]2[CH2:18][N:19]([C:29](=[O:30])[CH:31]3[CH2:32][CH2:33][CH:34]([NH:37][S:38](=[O:39])(=[O:40])[CH3:41])[CH2:35][CH2:36]3)[CH2:20][CH:21]2[c:22]2[cH:23][cH:24][c:25]([F:28])[cH:26][cH:27]2)[CH3:42])[CH3:43])[cH:6][c:7]([C:9]([F:10])([F:11])[F:12])[cH:8]1)([F:44])[F:45].[K+:51].[O:54]=[CH:55][N:56]([CH3:57])[CH3:58].[OH2:59]>>[F:1][C:2]([c:3]1[cH:4][c:5]([N:13]([C:14](=[O:15])[N:16]([CH:17]2[CH2:18][N:19]([C:29](=[O:30])[CH:31]3[CH2:32][CH2:33][CH:34]([N:37]([S:38](=[O:39])(=[O:40])[CH3:41])[CH3:46])[CH2:35][CH2:36]3)[CH2:20][CH:21]2[c:22]2[cH:23][cH:24][c:25]([F:28])[cH:26][cH:27]2)[CH3:42])[CH3:43])[cH:6][c:7]([C:9]([F:10])([F:11])[F:12])[cH:8]1)([F:44])[F:45]. Starting materials: O=C1C=2N(CCC1)N=C(C2)C(=O)O (4-oxo-4,5,6,7-tetrahydro-pyrazolo[1,5-a]pyridine-2-carboxylic acid), ClC1=NC=C(C(=O)Cl)C=C1 (6-chloro-nicotinoyl chloride). Product: ClC1=CC=C(C=N1)C(=O)C1C(C=2N(CC1)N=C(C2)C(=O)O)=O (5-(6-Chloro-pyridine-3-carbonyl)-4-oxo-4,5,6,7-tetrahydro-pyrazolo[1,5-a]pyridine-2-carboxylic acid). RXN SMILES: [O:1]=[C:2]1[CH2:7][CH2:6][CH2:5][N:4]2[N:8]=[C:9]([C:11]([OH:13])=[O:12])[CH:10]=[C:3]12.[Cl:14][C:15]1[CH:23]=[CH:22][C:18]([C:19](Cl)=[O:20])=[CH:17][N:16]=1>>[Cl:14][C:15]1[N:16]=[CH:17][C:18]([C:19]([CH:7]2[CH2:6][CH2:5][N:4]3[N:8]=[C:9]([C:11]([OH:13])=[O:12])[CH:10]=[C:3]3[C:2]2=[O:1])=[O:20])=[CH:22][CH:23]=1. Reported procedure: A-07 is prepared using general procedure A2 starting from 4-oxo-4,5,6,7-tetrahydro-pyrazolo[1,5-a]pyridine-2-carboxylic acid (5.00 g, 27.8 mmol) and 6-chloro-nicotinoyl chloride (7.33 g, 41.6 mmol). Yield: 7.37 g. HPLC-MS: Rt=1.94 min, (M+H)+=320/322. The reactants are Br, CCOCC, CI, CON(C)C(=O)c1cccc2nnsc12, Cl, [Mg], C1CCOC1. The product is CC(=O)c1cccc2nnsc12. As a reaction SMILES: [Br:2].[CH3:21][CH2:22][O:23][CH2:24][CH3:25].[CH3:3][I:4].[CH3:5][N:6]([C:7](=[O:8])[c:9]1[cH:10][cH:11][cH:12][c:13]2[n:14][n:15][s:16][c:17]12)[O:18][CH3:19].[ClH:20].[Mg:1].[O:26]1[CH2:27][CH2:28][CH2:29][CH2:30]1>>[CH3:3][C:7](=[O:8])[c:9]1[cH:10][cH:11][cH:12][c:13]2[n:14][n:15][s:16][c:17]12. Starting materials: ClC=1C=CC(=C(C(=O)O)C1)CN(C)C1=NC=C(C=C1)Cl (5-Chloro-2-{[(5-chloropyridin-2-yl)(methyl)amino]methyl}benzoic acid), Cl.N[C@@H](C)C1=CC=C(C(=O)OC)C=C1 (Methyl 4-[(1S)-1-aminoethyl]benzoate hydrochloride). Product: ClC=1C=CC(=C(C(=O)N[C@@H](C)C2=CC=C(C(=O)OC)C=C2)C1)CN(C)C1=NC=C(C=C1)Cl (Methyl 4-{(1S)-1-[(5-chloro-2-{[(5-chloropyridin-2-yl)(methyl)amino]methyl}benzoyl)amino]ethyl}benzoate). Reaction SMILES: [Cl:1][C:2]1[CH:3]=[CH:4][C:5]([CH2:11][N:12]([C:14]2[CH:19]=[CH:18][C:17]([Cl:20])=[CH:16][N:15]=2)[CH3:13])=[C:6]([CH:10]=1)[C:7]([OH:9])=O.Cl.[NH2:22][C@H:23]([C:25]1[CH:34]=[CH:33][C:28]([C:29]([O:31][CH3:32])=[O:30])=[CH:27][CH:26]=1)[CH3:24]>>[Cl:1][C:2]1[CH:3]=[CH:4][C:5]([CH2:11][N:12]([C:14]2[CH:19]=[CH:18][C:17]([Cl:20])=[CH:16][N:15]=2)[CH3:13])=[C:6]([CH:10]=1)[C:7]([NH:22][C@H:23]([C:25]1[CH:34]=[CH:33][C:28]([C:29]([O:31][CH3:32])=[O:30])=[CH:27][CH:26]=1)[CH3:24])=[O:9] |f:1.2|. Procedure: The title compound was prepared according to the procedure described in step 6 of Example 1 from 5-chloro-2-{[(5-chloropyridin-2-yl)(methyl)amino]methyl}benzoic acid (step 2) and methyl 4-[(1S)-1-aminoethyl]benzoate hydrochloride (step 5 of Example 1): Yields the product FC1=C(C=CC=C1)C1=NC(=CC2=C(C(=CC=C12)OC)OC)NC1=NNC(=C1)C ([1-(2-fluoro-phenyl)-5,6-dimethoxy-isoquinolin-3-yl]-(5-methyl-1H-pyrazol-3-yl)-amine). RXN SMILES: Cl[C:2]1[C:11]2[C:6](=[C:7]([O:14][CH3:15])[C:8]([O:12][CH3:13])=[CH:9][CH:10]=2)[CH:5]=[C:4]([NH:16][C:17]2[CH:21]=[C:20]([CH3:22])[NH:19][N:18]=2)[N:3]=1.[F:23][C:24]1[CH:29]=[CH:28][CH:27]=[CH:26][C:25]=1B(O)O>>[F:23][C:24]1[CH:29]=[CH:28][CH:27]=[CH:26][C:25]=1[C:2]1[C:11]2[C:6](=[C:7]([O:14][CH3:15])[C:8]([O:12][CH3:13])=[CH:9][CH:10]=2)[CH:5]=[C:4]([NH:16][C:17]2[CH:21]=[C:20]([CH3:22])[NH:19][N:18]=2)[N:3]=1. Reactants: ClC1=NC(=CC2=C(C(=CC=C12)OC)OC)NC1=NNC(=C1)C ((1-chloro-5,6-dimethoxy-isoquinolin-3-yl)-(5-methyl-1H-pyrazol-3-yl)-amine), FC1=C(C=CC=C1)B(O)O (2-fluoro-phenylboronic acid). Reported procedure: Similar procedure as described in example 131 was used, starting from (1-chloro-5,6-dimethoxy-isoquinolin-3-yl)-(5-methyl-1H-pyrazol-3-yl)-amine and 2-fluoro-phenylboronic acid to give [1-(2-fluoro-phenyl)-5,6-dimethoxy-isoquinolin-3-yl]-(5-methyl-1H-pyrazol-3-yl)-amine. LC-MS m/e 379(MH+). Reactants: ClC1=CC=CC=2SC3=CC=CC=C3NC12 (1-Chlorophenothiazine), II (I2). Run in C(Cl)(Cl)Cl (CHCl3), C(Cl)(Cl)Cl (CHCl3). Reaction conditions: temperature 5 celsius, time 8 hour. The product is [I-].ClC1=CC=CC2=[S+]C3=CC=CC=C3N=C12 (1-Chlorophenothiazin-5-ium Iodide). As a reaction SMILES: [Cl:1][C:2]1[C:15]2[NH:14][C:13]3[C:8](=[CH:9][CH:10]=[CH:11][CH:12]=3)[S:7][C:6]=2[CH:5]=[CH:4][CH:3]=1.[I:16]I>C(Cl)(Cl)Cl>[I-:16].[Cl:1][C:2]1[C:15]2[C:6](=[S+:7][C:8]3[C:13]([N:14]=2)=[CH:12][CH:11]=[CH:10][CH:9]=3)[CH:5]=[CH:4][CH:3]=1 |f:3.4|. Reported procedure: 1-Chlorophenothiazine (664 mg, 2.84 mmol) was dissolved in CHCl3 (50 mL) and cooled to 5° C. The solution was stirred as a solution of I2 (2.16 g, 8.51 mmol) dissolved in CHCl3 (10 mL) was added dropwise. The mixture was stirred at 5° C. overnight and allowed to warm to RT. The solvent was evaporated to dryness. The residue was stirred in Et2O and was filtered off and washed with Et2O until the filtrate was colorless. The dark solid was dried under vacuum and used without purification.